From a dataset of the Open Reaction Database (ORD), a public repository of structured organic reaction records. describe an organic reaction: reactants, conditions, products, and yield The reactants are O[C@H](CC(=O)OC)CO ((R)-methyl 3,4-dihydroxybutanoate), C1=CC=C(C=C1)P(C2=CC=CC=C2)C3=CC=CC=C3 (PPh3), C1CC(=O)N(C1=O)Cl (NCS). The product is ClC[C@@H](CC(=O)OC)O ((R)methyl 4-chloro-3-hydroxybutanoate). Run at temperature 5 celsius, time 20 minute. Reported procedure: To a solution of (R)-methyl 3,4-dihydroxybutanoate (125.1 g, 0.93 mol) in CH2Cl2 (1.8 L) was added PPh3 (244.5 g, 0.93 mol) and slowly added NCS (124.2 g, 0.93 mol) under ice water cooling. The mixture was stirred at 5° C. for 20 min and then stirred for 18 h at room temperature. After evaporating the solvent, the residue was purified by column chromatography (P.E\E.A 20:1-5:1, gradient) to give (R)methyl 4-chloro-3-hydroxybutanoate (33 g, 26% over 3 steps). 1H NMR (300 MHz, CDCl3)δ 4.18-4.25 (m... Solvent: C(Cl)Cl (CH2Cl2). As a reaction SMILES: [OH:1][C@@H:2]([CH2:8]O)[CH2:3][C:4]([O:6][CH3:7])=[O:5].C1C=CC(P(C2C=CC=CC=2)C2C=CC=CC=2)=CC=1.C1C(=O)N([Cl:36])C(=O)C1>C(Cl)Cl>[Cl:36][CH2:8][C@H:2]([OH:1])[CH2:3][C:4]([O:6][CH3:7])=[O:5]. The yield is 23.3%. Reactants: COC(C(CC1=CC(=CC=C1)OCCCBr)OC)=O (3-[3-(3-bromo-propoxy)-phenyl]-2-methoxy-propionic acid methyl ester), CC=1C=C(C=CC1C)O (3,4-dimethylphenol), CO[C@H](C(=O)O)CC1=CC=C(C=C1)OCCCOC1=CC=CC=C1 ((2S)-2-methoxy-3-[4-(3-phenoxy-propoxy)-phenyl]-propionic acid). The product is CC=1C=C(OCCCOC=2C=C(C=CC2)CC(C(=O)O)OC)C=CC1C (3-{3-[3-(3,4-dimethyl-phenoxy)-propoxy]-phenyl}-2-methoxy-propionic acid). As a reaction SMILES: C[O:2][C:3](=[O:19])[CH:4]([O:17][CH3:18])[CH2:5][C:6]1[CH:11]=[CH:10][CH:9]=[C:8]([O:12][CH2:13][CH2:14][CH2:15]Br)[CH:7]=1.[CH3:20][C:21]1[CH:22]=[C:23]([OH:28])[CH:24]=[CH:25][C:26]=1[CH3:27].CO[C@@H](CC1C=CC(OCCCOC2C=CC=CC=2)=CC=1)C(O)=O>>[CH3:20][C:21]1[CH:22]=[C:23]([CH:24]=[CH:25][C:26]=1[CH3:27])[O:28][CH2:15][CH2:14][CH2:13][O:12][C:8]1[CH:7]=[C:6]([CH2:5][CH:4]([O:17][CH3:18])[C:3]([OH:2])=[O:19])[CH:11]=[CH:10][CH:9]=1. Procedure details: The title compound was prepared from 3-[3-(3-bromo-propoxy)-phenyl]-2-methoxy-propionic acid methyl ester (Example 323, Step 1) and 3,4-dimethylphenol via the same procedure used for the preparation of (2S)-2-methoxy-3-[4-(3-phenoxy-propoxy)-phenyl]-propionic acid (Example 285, Step 1). The enatiomers were separated by chiral HPLC. 1H-NMR (CDCl3, 200.15 MHz): 7.18 (d, 1H, J=7.5), 7.02 (d, 1H, J=8.3), 6.84–6.62 (m, 5H), 4.14 (t, 2H, J=6.4), 4.12 (t, 2H, J=5.9), 4.02 (dd, 1H, J=7.3, 4.0), 3.39 (s,... Starting materials: O=C([O-])[O-], CCCCn1c(-c2ccccc2)nc(F)c1CO, NCc1ccc2c(c1)OCO2, CCOC(C)=O, ClCCl, [K+], [K+], CN(C)C=O, O=S(Cl)Cl. Yields the product CCCCn1c(-c2ccccc2)nc(F)c1CNCc1ccc2c(c1)OCO2. RXN SMILES: [C:34](=[O:35])([O-:36])[O-:37].[CH2:1]([CH2:2][CH2:3][CH3:4])[n:5]1[c:6](-[c:13]2[cH:14][cH:15][cH:16][cH:17][cH:18]2)[n:7][c:8]([F:12])[c:9]1[CH2:10][OH:11].[CH2:23]([c:24]1[cH:25][c:26]2[c:30]([cH:31][cH:32]1)[O:29][CH2:28][O:27]2)[NH2:33].[CH3:48][CH2:49][O:50][C:51](=[O:52])[CH3:53].[Cl:40][CH2:41][Cl:42].[K+:38].[K+:39].[O:43]=[CH:44][N:45]([CH3:46])[CH3:47].[S:19]([Cl:20])([Cl:21])=[O:22]>>[CH2:1]([CH2:2][CH2:3][CH3:4])[n:5]1[c:6](-[c:13]2[cH:14][cH:15][cH:16][cH:17][cH:18]2)[n:7][c:8]([F:12])[c:9]1[CH2:10][NH:33][CH2:23][c:24]1[cH:25][c:26]2[c:30]([cH:31][cH:32]1)[O:29][CH2:28][O:27]2. The reactants are [Si](C)(C)(C(C)(C)C)O[C@@H](C[C@@H]1C=2C=3C(=NC=NC3SC2CC1)OC1CCC(CC1)N(C(OC(C)(C)C)=O)CC)C(N)=O (tert-butyl N-(4-[[(3R)-3-[(2S)-2-[(tert-butyldimethylsilyl)oxy]-2-carbamoylethyl]-7-thia-9,11-diazatricyclo[6.4.0.0[2,6]]dodeca-1(8),2(6),9,11-tetraen-12-yl]oxy]cyclohexyl)-N-ethylcarbamate), Cl (hydrogen chloride), O (water), NH4HCO3, CC#N (CH3CN), CC#N (CH3CN). Solvent: ClCCl (dichloromethane). Conditions: temperature 0 celsius, time 1 hour. The product is C(C)NC1CCC(CC1)OC1=NC=NC=2SC=3CC[C@@H](C3C12)C[C@@H](C(=O)N)O ((2S)-3-[(3R)-12-[[4-(ethylamino)cyclohexyl]oxy]-7-thia-9,11-diazatricyclo[6.4.0.0[2,6]]dodeca-1(8),2(6),9,11-tetraen-3-yl]-2-hydroxypropanamide). Yield: 45.0%. RXN SMILES: [Si]([O:8][C@H:9]([C:40](=[O:42])[NH2:41])[CH2:10][C@H:11]1[CH2:22][CH2:21][C:20]2[S:19][C:18]3[N:17]=[CH:16][N:15]=[C:14]([O:23][CH:24]4[CH2:29][CH2:28][CH:27]([N:30]([CH2:38][CH3:39])C(=O)OC(C)(C)C)[CH2:26][CH2:25]4)[C:13]=3[C:12]1=2)(C(C)(C)C)(C)C.Cl.O.CC#N>ClCCl>[CH2:38]([NH:30][CH:27]1[CH2:28][CH2:29][CH:24]([O:23][C:14]2[C:13]3[C:12]4[C@@H:11]([CH2:10][C@H:9]([OH:8])[C:40]([NH2:41])=[O:42])[CH2:22][CH2:21][C:20]=4[S:19][C:18]=3[N:17]=[CH:16][N:15]=2)[CH2:25][CH2:26]1)[CH3:39]. Reported procedure: Into a 50-mL round-bottom flask was placed a solution of tert-butyl N-(4-[[(3R)-3-[(2S)-2-[(tert-butyldimethylsilyl)oxy]-2-carbamoylethyl]-7-thia-9,11-diazatricyclo[6.4.0.0[2,6]]dodeca-1(8),2(6),9,11-tetraen-12-yl]oxy]cyclohexyl)-N-ethylcarbamate (160 mg, 0.26 mmol, 1.00 equiv) and hydrogen chloride (conc.) (0.3 mL) in dichloromethane (3 mL). The resulting solution was stirred for 1 h at 0° C. The resulting mixture was concentrated under vacuum. The crude product (200 mg) was purified by prepara... The reactants are CN1CCCC1=O, O=[N+]([O-])c1ccc(F)cc1, [H-], [H][H], [Na+], O=C1COCCN1. Product: O=C1COCCN1c1ccc([N+](=O)[O-])cc1. Reaction SMILES: [CH3:22][N:23]1[CH2:24][CH2:25][CH2:26][C:27]1=[O:28].[F:12][c:13]1[cH:14][cH:15][c:16]([N+:19](=[O:20])[O-:21])[cH:17][cH:18]1.[H-:8].[H:10][H:11].[Na+:9].[O:1]1[CH2:2][C:3](=[O:7])[NH:4][CH2:5][CH2:6]1>>[O:1]1[CH2:2][C:3](=[O:7])[N:4]([c:13]2[cH:14][cH:15][c:16]([N+:19](=[O:20])[O-:21])[cH:17][cH:18]2)[CH2:5][CH2:6]1. Starting materials: O (H2O), C[Si](C)(C)Cl (TMSCl), CN(C)CC1C(=CC2CCC1C2)C=2C=C(C=CC2)O (3-(4-dimethylaminomethyl-bicyclo[3.2.1]oct-2-en-3-yl)-phenol). The solvent is CC(CC)=O (2-butanone). Run at time 12 hour. Yields the product Cl.CN(C)CC1C(=CC2CCC1C2)C=2C=C(C=CC2)O (3-(4-dimethylaminomethyl-bicyclo[3.2.1]oct-2-en-3-yl)-phenol hydrochloride). Isolated yield 75.2%. RXN SMILES: O.C[Si]([Cl:6])(C)C.[CH3:7][N:8]([CH2:10][CH:11]1[CH:17]2[CH2:18][CH:14]([CH2:15][CH2:16]2)[CH:13]=[C:12]1[C:19]1[CH:20]=[C:21]([OH:25])[CH:22]=[CH:23][CH:24]=1)[CH3:9]>CC(=O)CC>[ClH:6].[CH3:9][N:8]([CH2:10][CH:11]1[CH:17]2[CH2:18][CH:14]([CH2:15][CH2:16]2)[CH:13]=[C:12]1[C:19]1[CH:20]=[C:21]([OH:25])[CH:22]=[CH:23][CH:24]=1)[CH3:7] |f:4.5|. Procedure details: Add H2O (392 mg, 21.8 mmol) and TMSCl (1.4 g, 12.9 mmol) to a solution of 3-(4-dimethylaminomethyl-bicyclo[3.2.1]oct-2-en-3-yl)-phenol (2.8 g, 10.9 mmol) in 2-butanone (200 mL). Stir the reaction mixture at ambient temperature for 12 hours. Collect the precipitate by filter, and wash with EtOAc (30 mL×2), dry under vacuum to give 3-(4-dimethylaminomethyl-bicyclo[3.2.1]oct-2-en-3-yl)-phenol hydrochloride as white solid (2.41 g, Yield: 75.5%). 1H NMR (400 MHz, D2O) δ 7.20-7.24 (t, J=15.6, 1H), 6.7... Yields the product O=C(OCc1ccccc1)N1CCCCC1CO. RXN SMILES: [C:9](=[O:10])([O-:11])[O-:12].[CH2:15]([c:16]1[cH:17][cH:18][cH:19][cH:20][cH:21]1)[O:22][C:23](=[O:24])[Cl:25].[ClH:26].[K+:13].[K+:14].[O:27]1[CH2:28][CH2:29][CH2:30][CH2:31]1.[OH:1][CH2:2][CH:3]1[NH:4][CH2:5][CH2:6][CH2:7][CH2:8]1>>[OH:1][CH2:2][CH:3]1[N:4]([C:23]([O:22][CH2:15][c:16]2[cH:17][cH:18][cH:19][cH:20][cH:21]2)=[O:24])[CH2:5][CH2:6][CH2:7][CH2:8]1. The reactants are O=C([O-])[O-], O=C(Cl)OCc1ccccc1, Cl, [K+], [K+], C1CCOC1, OCC1CCCCN1.